This data is from the Open Reaction Database (ORD), a public repository of structured organic reaction records. The task is: describe an organic reaction: reactants, conditions, products, and yield The reactants are CN(C=O)C (N,N-Dimethylformamide), C(C)(C)(C)[Li] (tert-butyllithium), CCCCC (pentane), [Si](C)(C)(C(C)(C)C)OC=1C=C(C=CC1)NC(OC(C)(C)C)=O (tert-Butyl 3-{[tert-Butyl(dimethyl)silyl]oxy}phenylcarbamate). The solvent is C(C)OCC (ethyl ether). Conditions: temperature -40 celsius, time 2 hour. Product: [Si](C)(C)(C(C)(C)C)OC=1C=CC(=C(C1)NC(OC(C)(C)C)=O)C=O (tert-Butyl 5-{[tert-Butyl(dimethyl)silyl]oxy}-2-formylphenylcarbamate). Reaction SMILES: C([Li])(C)(C)C.CCCCC.[Si:11]([O:18][C:19]1[CH:20]=[C:21]([NH:25][C:26](=[O:32])[O:27][C:28]([CH3:31])([CH3:30])[CH3:29])[CH:22]=[CH:23][CH:24]=1)([C:14]([CH3:17])([CH3:16])[CH3:15])([CH3:13])[CH3:12].CN(C)[CH:35]=[O:36]>C(OCC)C>[Si:11]([O:18][C:19]1[CH:24]=[CH:23][C:22]([CH:35]=[O:36])=[C:21]([NH:25][C:26](=[O:32])[O:27][C:28]([CH3:31])([CH3:30])[CH3:29])[CH:20]=1)([C:14]([CH3:17])([CH3:16])[CH3:15])([CH3:13])[CH3:12]. Procedure: A solution of tert-butyllithium in pentane (1.7 M, 21.8 mL, 37.1 mmol, 2.40 equiv) was added to a solution of tert-butyl 3-{[tert-butyl(dimethyl)silyl]oxy}phenyl carbamate (12-3, 5.00 g, 15.5 mmol, 1 equiv) in ethyl ether (150 mL) at −40° C., and the resulting mixture was stirred at −40° C. for 2 h. N,N-Dimethylformamide (9.57 mL, 124 mmol, 8.00 equiv) was added, and the mixture was then warmed to 0° C. The reaction mixture was partitioned between water (500 mL) and ethyl ether (500 mL). The org... Procedure: (3S, 4S)-(-)-6-Butoxy-2,2-dimethyl-3,4-epoxychroman At 0° C., 76 ml (42 mmol) of a 0.55 M sodium hypochlorite solution which had been adjusted to pH 11.3 using disodium hydrogen phosphate were added to a solution of 4.6 g (20 mmol) of 6-butoxy-2,2-dimethyl-2H-chromen (Example 5b) and 0.5 g (0.8 mmol) of (S,S)-(+)-N,N'-bis-(3,5-di-tert-butylsalicylidene)-1,2-diaminocyclohexanemanganese(III) chloride (Jacobsen's catalyst) in 20 ml of methylene chloride. The reaction mixture was stirred vigorously ... Conditions: time 3 hour. The solvent is C(Cl)Cl (methylene chloride). Product: C(CCC)OC=1C=C2[C@H]3[C@@H](C(OC2=CC1)(C)C)O3 ((3S, 4S)-(-)-6-butoxy-2,2-dimethyl-3,4-epoxychroman). The reactants are C(CCC)OC=1C=C2C=CC(OC2=CC1)(C)C (6-butoxy-2,2-dimethyl-2H-chromen), (S,S)-(+)-N,N'-bis-(3,5-di-tert-butylsalicylidene)-1,2-diaminocyclohexanemanganese(III) chloride, (3S, 4S)-(-)-6-Butoxy-2,2-dimethyl-3,4-epoxychroman At, Cl[O-].[Na+] (sodium hypochlorite), P(=O)(O)([O-])[O-].[Na+].[Na+] (disodium hydrogen phosphate). RXN SMILES: Cl[O-:2].[Na+].P([O-])([O-])(O)=O.[Na+].[Na+].[CH2:11]([O:15][C:16]1[CH:17]=[C:18]2[C:23](=[CH:24][CH:25]=1)[O:22][C:21]([CH3:27])([CH3:26])[CH:20]=[CH:19]2)[CH2:12][CH2:13][CH3:14]>C(Cl)Cl>[CH2:11]([O:15][C:16]1[CH:17]=[C:18]2[C:23](=[CH:24][CH:25]=1)[O:22][C:21]([CH3:26])([CH3:27])[C@H:20]1[O:2][C@@H:19]21)[CH2:12][CH2:13][CH3:14] |f:0.1,2.3.4|. Reactants: CN1C(=CC(=C1)NC(=O)NC1=CC=C(C=C1)OC(F)(F)F)C(=O)OCC (ethyl 1-methyl-4-[({[4-(trifluoromethoxy)phenyl]amino}carbonyl)amino]-1H-pyrrole-2-carboxylate), [OH-].[Li+] (lithium hydroxide). The solvent is C1CCOC1 (THF), O (water). The product is CN1C(=CC(=C1)NC(=O)NC1=CC=C(C=C1)OC(F)(F)F)C(=O)O (1-Methyl-4-[({[4-(trifluoromethoxy)phenyl)amino}carbonyl)amino]-1H-pyrrole-2-carboxylic acid). As a reaction SMILES: [CH3:1][N:2]1[CH:6]=[C:5]([NH:7][C:8]([NH:10][C:11]2[CH:16]=[CH:15][C:14]([O:17][C:18]([F:21])([F:20])[F:19])=[CH:13][CH:12]=2)=[O:9])[CH:4]=[C:3]1[C:22]([O:24]CC)=[O:23].[OH-].[Li+]>C1COCC1.O>[CH3:1][N:2]1[CH:6]=[C:5]([NH:7][C:8]([NH:10][C:11]2[CH:12]=[CH:13][C:14]([O:17][C:18]([F:20])([F:21])[F:19])=[CH:15][CH:16]=2)=[O:9])[CH:4]=[C:3]1[C:22]([OH:24])=[O:23] |f:1.2|. Reported procedure: 470 mg (1.27 mmol) of ethyl 1-methyl-4-[({[4-(trifluoromethoxy)phenyl]amino}carbonyl)amino]-1H-pyrrole-2-carboxylate are initially charged in 5 ml of THF, 152 mg (6.33 mmol) of lithium hydroxide in 1 ml of water are added and the mixture is stirred under reflux overnight. The reaction mixture is concentrated, the residue is acidified with 2M hydrochloric acid and the precipitate formed is filtered off with suction and dried under reduced pressure. This gives a solid. Yields the product CC(C)(C)OC(=O)N1CCCCC1. Reaction SMILES: [C:1](=[O:2])([O:3][C:4]([CH3:5])([CH3:6])[CH3:7])[N:8]1[CH2:9][CH2:10][C:11](=[O:14])[CH2:12][CH2:13]1.[Cl:20][CH2:21][CH2:22][Cl:23].[Cl:24][CH2:25][Cl:26].[F:15][CH:16]([F:17])[CH2:18][NH2:19]>>[C:1](=[O:2])([O:3][C:4]([CH3:5])([CH3:6])[CH3:7])[N:8]1[CH2:9][CH2:10][CH2:11][CH2:12][CH2:13]1. Reactants: CC(C)(C)OC(=O)N1CCC(=O)CC1, ClCCCl, ClCCl, NCC(F)F. Starting materials: Cc1ccccc1, OCc1c[nH]nc1C(F)(F)F, O=[Mn]=O. The product is O=Cc1c[nH]nc1C(F)(F)F. As a reaction SMILES: [CH3:12][c:13]1[cH:14][cH:15][cH:16][cH:17][cH:18]1.[F:1][C:2]([c:3]1[n:4][nH:5][cH:6][c:7]1[CH2:8][OH:9])([F:10])[F:11].[O:19]=[Mn:20]=[O:21]>>[F:1][C:2]([c:3]1[n:4][nH:5][cH:6][c:7]1[CH:8]=[O:9])([F:10])[F:11]. Starting materials: CC(C)(C)c1ccc(OC2CN(C(c3ccccc3)c3ccccc3)C2)cc1, O=C(Cl)Cl, ClCCl, CC(O)CN, O. Product: CC(O)CNC(=O)N1CC(Oc2ccc(C(C)(C)C)cc2)C1. As a reaction SMILES: [C:1]([CH3:2])([CH3:3])([CH3:4])[c:5]1[cH:6][cH:7][c:8]([O:9][CH:10]2[CH2:11][N:12]([CH:14]([c:15]3[cH:16][cH:17][cH:18][cH:19][cH:20]3)[c:21]3[cH:22][cH:23][cH:24][cH:25][cH:26]3)[CH2:13]2)[cH:27][cH:28]1.[Cl:29][C:30]([Cl:31])=[O:32].[Cl:39][CH2:40][Cl:41].[NH2:34][CH2:35][CH:36]([CH3:37])[OH:38].[OH2:33]>>[C:1]([CH3:2])([CH3:3])([CH3:4])[c:5]1[cH:6][cH:7][c:8]([O:9][CH:10]2[CH2:11][N:12]([C:14](=[O:32])[NH:34][CH2:35][CH:36]([CH3:37])[OH:38])[CH2:13]2)[cH:27][cH:28]1. Solvent: CCOCC (ether). Reaction SMILES: Cl.[C:2]1([O:12][CH2:13][CH:14]([OH:21])[CH2:15][NH:16][C:17]([CH3:20])([CH3:19])[CH3:18])[C:11]2[C:6](=[CH:7][CH:8]=[CH:9][CH:10]=2)[CH:5]=[CH:4][CH:3]=1>CCOCC>[OH-:12].[C:2]1([O:12][CH2:13][CH:14]([OH:21])[CH2:15][NH:16][C:17]([CH3:19])([CH3:18])[CH3:20])[C:11]2[C:6](=[CH:7][CH:8]=[CH:9][CH:10]=2)[CH:5]=[CH:4][CH:3]=1 |f:3.4|. Starting materials: Cl (hydrochloride), Cl (hydrochloric acid), C1(=CC=CC2=CC=CC=C12)OCC(CNC(C)(C)C)O (1-(α-naphthoxy)-3-(tert.-butylamino)-2-propanol). The product is [OH-].C1(=CC=CC2=CC=CC=C12)OCC(CNC(C)(C)C)O (1-(α-naphthoxy)-3-(tert.-butylamino)-2-propanol hydroxide). Procedure details: To a mixture of 6.5 parts of 1-(tert.-butyl)-3-azetidinol and 7.9 parts of α-naphthol 0.2 part of potassium hydroxide was added, and the mixture was heated at 160° C. for 24 hours. The reaction mixture was cooled and then dissolved in 100 parts of ether. The solution was washed twice with 50 parts of 2N-sodium hydroxide aqueous solution and extracted three times with 50 parts of 2N-hydrochloric acid aqueous solution. The extract was washed with 50 parts of ether and made alkaline by addition of ... Reaction SMILES: [CH3:1][O:2][C:3]1[CH:8]=[C:7]([S:9][CH3:10])[CH:6]=[CH:5][C:4]=1[C:11]1[N:12]=[C:13]2[C:18](=[O:19])[NH:17][NH:16][CH:15]=[C:14]2[N:20]=1.[OH:21]O>C(O)(=O)C>[CH3:1][O:2][C:3]1[CH:8]=[C:7]([S:9]([CH3:10])=[O:21])[CH:6]=[CH:5][C:4]=1[C:11]1[N:12]=[C:13]2[C:18](=[O:19])[NH:17][NH:16][CH:15]=[C:14]2[N:20]=1. The product is COC1=C(C=CC(=C1)S(=O)C)C=1N=C2C(=CNNC2=O)N1 (2-(2-Methoxy-4-methylsulfinyl-phenyl)-5H-imidazo[4,5-d]pyridazin-4-one). The solvent is C(C)(=O)O (acetic acid). Procedure details: An amount of 0.21 gm of 2-(2-methoxy-4-methylmercapto-phenyl)-5H-imidazo[4,5-d]pyridazin-4-one is suspended in 10 ml of glacial acetic acid and mixed with 0.08 ml of 30% hydrogen peroxide. The mixture is stirred for 24 hours at ambient temperature and poured onto 20 ml of ice water. It is then stirred until a precipitate has formed. This is subjected to suction filtration and purified by chromatography on silica gel [eluant: methylene chloride/ethanol (100:0 to 100:3)]. Conditions: time 24 hour. Starting materials: COC1=C(C=CC(=C1)SC)C=1N=C2C(=CNNC2=O)N1 (2-(2-methoxy-4-methylmercapto-phenyl)-5H-imidazo[4,5-d]pyridazin-4-one), OO (hydrogen peroxide), ice water. Reactants: O (water), C([O-])([O-])=O.[Na+].[Na+] (sodium carbonate), C(C1=CC=CC=C1)Br (benzyl bromide), C(C)(=O)OCC (ethyl acetate), CN(C)C=O (DMF). Solvent: CCCCCC (hexane). Reaction conditions: temperature 60 celsius, time 15 hour. Yields the product C(C1=CC=CC=C1)N1[C@@H]([C@H]1C(=O)O)C(=O)O ((2S,3S)-N-benzylaziridine-2,3-dicarboxylic acid), product. Isolated yield 81.0%. RXN SMILES: [C:1](=[O:4])([O-:3])[O-].[Na+].[Na+].[CH2:7](Br)[C:8]1[CH:13]=[CH:12][CH:11]=[CH:10][CH:9]=1.O.[C:16]([O:19]CC)(=[O:18])[CH3:17].[CH3:22][N:23](C=O)C>CCCCCC>[CH2:7]([N:23]1[C@H:22]([C:1]([OH:3])=[O:4])[C@H:17]1[C:16]([OH:19])=[O:18])[C:8]1[CH:13]=[CH:12][CH:11]=[CH:10][CH:9]=1 |f:0.1.2|. Procedure: Diethyl ester of (2S,3S)-aziridine-2,3-dicarboxylic acid (10.3 g) obtained in Working Example 42 was dissolved in DMF (155 ml). To the solution was added sodium carbonate (4.4 g) and benzyl bromide (14.1 g), and the mixture was stirred for 15 hours at 60° C. The reaction mixture was poured into ice-cooling water, which was subjected to extraction with ethyl acetate (100 ml×2). The ethyl acetate layer was washed with water and a saturated aqueous saline solution, which was dried over anhydrous so... Reactants: COc1ccc(S(=O)(=O)n2c(=O)n(CC(=O)OC(C)(C)C)c3cc(Cl)ccc32)cc1, ClCCl, O=C(O)C(F)(F)F. The product is COc1ccc(S(=O)(=O)n2c(=O)n(CC(=O)O)c3cc(Cl)ccc32)cc1. As a reaction SMILES: [Cl:1][c:2]1[cH:3][cH:4][c:5]2[c:6]([n:7]([CH2:22][C:23](=[O:24])[O:25][C:26]([CH3:27])([CH3:28])[CH3:29])[c:8](=[O:21])[n:9]2[S:10](=[O:11])(=[O:12])[c:13]2[cH:14][cH:15][c:16]([O:19][CH3:20])[cH:17][cH:18]2)[cH:30]1.[Cl:38][CH2:39][Cl:40].[OH:31][C:32]([C:33]([F:34])([F:35])[F:36])=[O:37]>>[Cl:1][c:2]1[cH:3][cH:4][c:5]2[c:6]([n:7]([CH2:22][C:23](=[O:24])[OH:25])[c:8](=[O:21])[n:9]2[S:10](=[O:11])(=[O:12])[c:13]2[cH:14][cH:15][c:16]([O:19][CH3:20])[cH:17][cH:18]2)[cH:30]1.